This data is from the Open Reaction Database (ORD), a public repository of structured organic reaction records. The task is: describe an organic reaction: reactants, conditions, products, and yield The reactants are CCOC(=O)C(C)(O)Cc1ccc(OCc2ccccc2)cc1, CCO, [H][H]. Yields the product CCOC(=O)C(C)(O)Cc1ccc(O)cc1. RXN SMILES: [CH2:1]([CH3:2])[O:3][C:4]([C:5]([CH2:6][c:7]1[cH:8][cH:9][c:10]([O:13][CH2:14][c:15]2[cH:16][cH:17][cH:18][cH:19][cH:20]2)[cH:11][cH:12]1)([CH3:21])[OH:22])=[O:23].[CH3:26][CH2:27][OH:28].[H:24][H:25]>>[CH2:1]([CH3:2])[O:3][C:4]([C:5]([CH2:6][c:7]1[cH:8][cH:9][c:10]([OH:13])[cH:11][cH:12]1)([CH3:21])[OH:22])=[O:23].